This data is from the Open Reaction Database (ORD), a public repository of structured organic reaction records. The task is: describe an organic reaction: reactants, conditions, products, and yield The reactants are CN1C(=O)CCC2=C(C=CC=C12)OCC1CO1 (1-methyl-5-(2,3-epoxypropoxy)-3,4-dihydrocarbostyril), C(C1=CC=CC=C1)C1CCNCC1 (4-benzylpiperidine), CO (methanol), C(C(=O)O)(=O)O.CC(=O)C (oxalic acid acetone). The solvent is CC(=O)C (acetone). Yields the product C(C(=O)O)(=O)O.CN1C(=O)CCC2=C(C=CC=C12)OCC(CN1CCC(CC1)CC1=CC=CC=C1)O (1-methyl-5-[2-hydroxy-3-(4-benzyl-1-piperidyl)propoxy]-3,4-dihydrocarbostyril monooxalate). The yield is 78.0%. RXN SMILES: [CH3:1][N:2]1[C:12]2[C:7](=[C:8]([O:13][CH2:14][CH:15]3[O:17][CH2:16]3)[CH:9]=[CH:10][CH:11]=2)[CH2:6][CH2:5][C:3]1=[O:4].[CH2:18]([CH:25]1[CH2:30][CH2:29][NH:28][CH2:27][CH2:26]1)[C:19]1[CH:24]=[CH:23][CH:22]=[CH:21][CH:20]=1.CO.[C:33]([OH:38])(=[O:37])[C:34]([OH:36])=[O:35].CC(C)=O>CC(C)=O>[C:33]([OH:38])(=[O:37])[C:34]([OH:36])=[O:35].[CH3:1][N:2]1[C:12]2[C:7](=[C:8]([O:13][CH2:14][CH:15]([OH:17])[CH2:16][N:28]3[CH2:29][CH2:30][CH:25]([CH2:18][C:19]4[CH:24]=[CH:23][CH:22]=[CH:21][CH:20]=4)[CH2:26][CH2:27]3)[CH:9]=[CH:10][CH:11]=2)[CH2:6][CH2:5][C:3]1=[O:4] |f:3.4,6.7|. Procedure: 2.4 Grams of 1-methyl-5-(2,3-epoxypropoxy)-3,4-dihydrocarbostyril and 2.0 g of 4-benzylpiperidine were mixed with 30 ml of methanol and the mixture was heated under refluxing condition for 3 hours. The reaction mixture was concentrated under a reduced pressure and the residue thus obtained was dissolved in 30 ml of acetone and a 5%-oxalic acid-acetone solution was added under stirring at a room temperature to adjust the pH to 4.5 and allowed to stand. The precipitates thus formed were collected ...